From a dataset of the Open Reaction Database (ORD), a public repository of structured organic reaction records. describe an organic reaction: reactants, conditions, products, and yield Reactants: CC(=O)O[BH-](OC(C)=O)OC(C)=O, O=C([O-])O, C1CCOC1, COc1ncccc1CC=O, CC(=O)O, O=C(CC1CCCCN1)NCc1cccc(F)c1, [Na+], [Na+]. The product is COc1ncccc1CCN1CCCCC1CC(=O)NCc1cccc(F)c1. RXN SMILES: [C:30]([O:31][BH-:32]([O:33][C:34](=[O:35])[CH3:36])[O:37][C:38](=[O:39])[CH3:40])(=[O:41])[CH3:42].[C:44](=[O:45])([OH:46])[O-:47].[CH2:49]1[O:50][CH2:51][CH2:52][CH2:53]1.[CH3:1][O:2][c:3]1[n:4][cH:5][cH:6][cH:7][c:8]1[CH2:9][CH:10]=[O:11].[CH3:54][C:55](=[O:56])[OH:57].[F:12][c:13]1[cH:14][c:15]([CH2:16][NH:17][C:18]([CH2:19][CH:20]2[NH:21][CH2:22][CH2:23][CH2:24][CH2:25]2)=[O:26])[cH:27][cH:28][cH:29]1.[Na+:43].[Na+:48]>>[CH3:1][O:2][c:3]1[n:4][cH:5][cH:6][cH:7][c:8]1[CH2:9][CH2:10][N:21]1[CH:20]([CH2:19][C:18]([NH:17][CH2:16][c:15]2[cH:14][c:13]([F:12])[cH:29][cH:28][cH:27]2)=[O:26])[CH2:25][CH2:24][CH2:23][CH2:22]1. Reactants: CN(C)C=O, [Cl-], CCc1ncc(CCl)cc1Cl, N#C[K], [Na+], O. Yields the product CCc1ncc(CC#N)cc1Cl. As a reaction SMILES: [CH3:15][N:16]([CH3:17])[CH:18]=[O:19].[Cl-:21].[Cl:1][c:2]1[c:3]([CH2:10][CH3:11])[n:4][cH:5][c:6]([CH2:8][Cl:9])[cH:7]1.[K:12][C:13]#[N:14].[Na+:22].[OH2:20]>>[Cl:1][c:2]1[c:3]([CH2:10][CH3:11])[n:4][cH:5][c:6]([CH2:8][C:13]#[N:14])[cH:7]1.